From a dataset of the Open Reaction Database (ORD), a public repository of structured organic reaction records. describe an organic reaction: reactants, conditions, products, and yield Reactants: C1(=CC=CC=C1)P(C1=CC=CC=C1)C1=CC=CC=C1 (triphenylphosphine), N1C=NC=C1 (imidazole), II (iodine), C(C)(C)(C)OC(=O)N1CCC(CC1)[C@@H](CO)C (2-(S)-((t-Butoxycarbonyl)piperidin-4yl)propanol). Run in C(Cl)Cl (CH2Cl2), C(Cl)Cl (CH2Cl2). Conditions: time 30 minute. The product is hexanes ether, IC[C@@H](C)C1CCN(CC1)C(=O)OC(C)(C)C (1-Iodo-2-(S)-((t-butoxycarbonyl)piperidin-4-yl)propane). Yield: 94.6%. As a reaction SMILES: C1(P(C2C=CC=CC=2)C2C=CC=CC=2)C=CC=CC=1.N1C=CN=C1.[I:25]I.[C:27]([O:31][C:32]([N:34]1[CH2:39][CH2:38][CH:37]([C@H:40]([CH3:43])[CH2:41]O)[CH2:36][CH2:35]1)=[O:33])([CH3:30])([CH3:29])[CH3:28]>C(Cl)Cl>[I:25][CH2:41][C@H:40]([CH:37]1[CH2:38][CH2:39][N:34]([C:32]([O:31][C:27]([CH3:30])([CH3:29])[CH3:28])=[O:33])[CH2:35][CH2:36]1)[CH3:43]. Procedure: A solution of 1.57 g (6.0 mmol) of triphenylphosphine and 0.41 g (6.0 mmol) of imidazole in 40 mL of CH2Cl2 was treated with 1.52 g (6.0 mmol) of iodine and stirred at rt for 30 min. A solution of 1.15 g (4.7 mmol) of 2-(S)-((t-butoxycarbonyl)piperidin-4-yl)propanol (from EXAMPLE 30, Step D) in 10 mL of CH2Cl2 was added and the resulting mixture was stirred at rt for 20 h. The reaction mixture was partitioned between 200 mL of ether and 100 mL of H2O and the layers were separated. The organic la... Starting materials: OC1C(N(CC2=C1NC=1C=CC(=CC21)C)C)=O (1,2-dihydro-4-hydroxy-2,8-dimethyl-4H-pyrido[4,3-b]indol-3(5H)-one), CC1=NC=C(C=C1)C=C (2-methyl-5-vinylpyridine), [OH-].[K+] (KOH). Solvent: CN1CCCC1=O (NMP). Product: OC1C(N(CC2=C1N(C=1C=CC(=CC21)C)CCC=2C=NC(=CC2)C)C)=O (1,2-dihydro-4-hydroxy-2,8-dimethyl-5-(2-(6-methylpyridin-3-yl)ethyl)-4H-pyrido[4,3-b]indol-3(5H)-one). RXN SMILES: [OH:1][CH:2]1[C:7]2[NH:8][C:9]3[CH:10]=[CH:11][C:12]([CH3:15])=[CH:13][C:14]=3[C:6]=2[CH2:5][N:4]([CH3:16])[C:3]1=[O:17].[CH3:18][C:19]1[CH:24]=[CH:23][C:22]([CH:25]=[CH2:26])=[CH:21][N:20]=1.[OH-].[K+]>CN1C(=O)CCC1>[OH:1][CH:2]1[C:7]2[N:8]([CH2:26][CH2:25][C:22]3[CH:21]=[N:20][C:19]([CH3:18])=[CH:24][CH:23]=3)[C:9]3[CH:10]=[CH:11][C:12]([CH3:15])=[CH:13][C:14]=3[C:6]=2[CH2:5][N:4]([CH3:16])[C:3]1=[O:17] |f:2.3|. Procedure: The title compound is prepared from a mixture of 1,2-dihydro-4-hydroxy-2,8-dimethyl-4H-pyrido[4,3-b]indol-3(5H)-one, 2-methyl-5-vinylpyridine and KOH (5-7 equiv) in NMP at a temperature ranging between 25 deg C. to 100 deg C. The product obtained is isolated by preparative HPLC.